From a dataset of the Open Reaction Database (ORD), a public repository of structured organic reaction records. describe an organic reaction: reactants, conditions, products, and yield Reactants: C(C)OCCOCCO (diethylene glycol monoethyl ether), Cl.NCC(CCC(=O)O)=O (5-amino-4-oxopentanoic acid hydrochloride). Conditions: time 4 hour. The product is Cl.NCC(CCC(=O)OCCOCCOCC)=O (3,6-Dioxa-1-octyl 5-amino-4-oxopentanoate Hydrochloride). As a reaction SMILES: [CH2:1]([O:3][CH2:4][CH2:5][O:6][CH2:7][CH2:8]O)[CH3:2].[ClH:10].[NH2:11][CH2:12][C:13](=[O:19])[CH2:14][CH2:15][C:16]([OH:18])=[O:17]>>[ClH:10].[NH2:11][CH2:12][C:13](=[O:19])[CH2:14][CH2:15][C:16]([O:18][CH2:2][CH2:1][O:3][CH2:4][CH2:5][O:6][CH2:7][CH3:8])=[O:17] |f:1.2,3.4|. Procedure details: From diethylene glycol monoethyl ether (5.0 g; 37 mmol) and 5-amino-4-oxopentanoic acid hydrochloride (1.0 g; 6.0 mmol) at 70° C. The reaction was complete after 4 h. The yield was 0.90 g (53%) of light tan solid. The reactants are ClC1=CC=NC2=CC=CC=C12 (4-chloroquinoline), C(C)(C)O (isopropanol), OCCN(CCO)CCCN (bis(2-hydroxyethyl)aminopropylamine), C([O-])([O-])=O.[Na+].[Na+] (sodium carbonate). The solvent is C(Cl)(Cl)Cl (chloroform). Yields the product OCCN(CCCNC1=CC=NC2=CC=CC=C12)CCO (4-[3-bis(2-hydroxyethyl)aminopropyl]amino-quinoline). Reaction SMILES: Cl[C:2]1[C:11]2[C:6](=[CH:7][CH:8]=[CH:9][CH:10]=2)[N:5]=[CH:4][CH:3]=1.[OH:12][CH2:13][CH2:14][N:15]([CH2:19][CH2:20][CH2:21][NH2:22])[CH2:16][CH2:17][OH:18].C(=O)([O-])[O-].[Na+].[Na+].C(O)(C)C>C(Cl)(Cl)Cl>[OH:18][CH2:17][CH2:16][N:15]([CH2:14][CH2:13][OH:12])[CH2:19][CH2:20][CH2:21][NH:22][C:2]1[C:11]2[C:6](=[CH:7][CH:8]=[CH:9][CH:10]=2)[N:5]=[CH:4][CH:3]=1 |f:2.3.4|. Reported procedure: A mixture of 5.0 g. of 4-chloroquinoline, 7.2 g. of bis(2-hydroxyethyl)aminopropylamine, 3.0 g. of sodium carbonate and 25 ml. of isopropanol is heated in a pressure vessel at 150° C. for 17 hours. The resulting mixture is diluted with chloroform, filtered and purified by filtering over silica gel to obtain an oil of 4-[3-bis(2-hydroxyethyl)aminopropyl]amino-quinoline. Reactants: COC1=NS(N=C1OC)(=O)=O (3,4-dimethoxy-1,2,5-thiadiazole 1,1-dioxide), CN(C)CC1=CC=C(O1)CSCCN (2-[(5-dimethylaminomethyl-2-furyl)methylthio]ethylamine), resultant product, 2-[, O1N=C(C=C1)CSCCN ((3-isoxazolylmethylthio]ethylamine). Product: CN(C)CC1=CC=C(O1)CSCCNC1=NS(N=C1NCCSCC1=NOC=C1)(=O)=O (3-{2-[(5-Dimethylaminomethyl-2-furyl)methylthio]ethylamino}-4-{2-[3-isoxazolylmethylthio]ethylamino}-1,2,5-thiadiazole 1,1-dioxide). As a reaction SMILES: CO[C:3]1[C:7](OC)=[N:6][S:5](=[O:11])(=[O:10])[N:4]=1.[CH3:12][N:13]([CH2:15][C:16]1[O:20][C:19]([CH2:21][S:22][CH2:23][CH2:24][NH2:25])=[CH:18][CH:17]=1)[CH3:14].[O:26]1[CH:30]=[CH:29][C:28]([CH2:31][S:32][CH2:33][CH2:34][NH2:35])=[N:27]1>>[CH3:14][N:13]([CH2:15][C:16]1[O:20][C:19]([CH2:21][S:22][CH2:23][CH2:24][NH:25][C:7]2[C:3]([NH:35][CH2:34][CH2:33][S:32][CH2:31][C:28]3[CH:29]=[CH:30][O:26][N:27]=3)=[N:4][S:5](=[O:10])(=[O:11])[N:6]=2)=[CH:18][CH:17]=1)[CH3:12]. Procedure details: When a methanolic suspension of 3,4-dimethoxy-1,2,5-thiadiazole 1,1-dioxide is reacted with one equivalent of 2-[(5-dimethylaminomethyl-2-furyl)methylthio]ethylamine according to the procedure described in Example 17, Step A, and the resultant product is treated with one equivalent of 2-[(3-isoxazolylmethylthio]ethylamine, the title compound is thereby produced. Starting materials: CC(C)C(=O)Nc1[nH]cc(-c2ccc(N)cc2)c1C(N)=O, CCOC(C)=O, C1CCCCC1, O=C=Nc1cc(C(F)(F)F)ccc1F, C1CCOC1. Product: CC(C)C(=O)Nc1[nH]cc(-c2ccc(NC(=O)Nc3cc(C(F)(F)F)ccc3F)cc2)c1C(N)=O. Reaction SMILES: [C:15]([CH:16]([CH3:17])[CH3:18])(=[O:19])[NH:20][c:21]1[nH:22][cH:23][c:24](-[c:29]2[cH:30][cH:31][c:32]([NH2:35])[cH:33][cH:34]2)[c:25]1[C:26](=[O:27])[NH2:28].[C:36]([O:37][CH2:38][CH3:39])(=[O:40])[CH3:41].[CH2:42]1[CH2:43][CH2:44][CH2:45][CH2:46][CH2:47]1.[F:1][c:2]1[c:3]([N:12]=[C:13]=[O:14])[cH:4][c:5]([C:8]([F:9])([F:10])[F:11])[cH:6][cH:7]1.[O:48]1[CH2:49][CH2:50][CH2:51][CH2:52]1>>[F:1][c:2]1[c:3]([NH:12][C:13](=[O:14])[NH:35][c:32]2[cH:31][cH:30][c:29](-[c:24]3[cH:23][nH:22][c:21]([NH:20][C:15]([CH:16]([CH3:17])[CH3:18])=[O:19])[c:25]3[C:26](=[O:27])[NH2:28])[cH:34][cH:33]2)[cH:4][c:5]([C:8]([F:9])([F:10])[F:11])[cH:6][cH:7]1.